From a dataset of the Open Reaction Database (ORD), a public repository of structured organic reaction records. describe an organic reaction: reactants, conditions, products, and yield Reactants: Aqueous solution, [OH-] (hydroxide), CON=C(C(=O)OCC)C=1N=NSC1 (ethyl 2-methoxyimino-2-(1,2,3-thiadiazol-4-yl)acetate). Run in CO (methanol). Reaction conditions: time 1.5 hour. Product: CON=C(C(=O)O)C=1N=NSC1 (2-methoxyimino-2-(1,2,3-thiadiazol-4-yl)acetic acid). Yield: 67.1%. RXN SMILES: [OH-].[CH3:2][O:3][N:4]=[C:5]([C:11]1[N:12]=[N:13][S:14][CH:15]=1)[C:6]([O:8]CC)=[O:7]>CO>[CH3:2][O:3][N:4]=[C:5]([C:11]1[N:12]=[N:13][S:14][CH:15]=1)[C:6]([OH:8])=[O:7]. Procedure details: 1 N Aqueous solution of sodim hydroxide (6.7 ml.) was added to a solution of ethyl 2-methoxyimino-2-(1,2,3-thiadiazol-4-yl)acetate (syn isomer) (1.2 g.) in methanol (10 ml.) and the mixture was stirred for 1.5 hours at ambient temperature. Methanol was distilled off from the reaction mixture and water was added to the residue. The mixture was washed with ether, adjusted to pH 1 with 10% hydrochloric acid and extracted with ethyl acetate. The extract was washed with a saturated aqueous solution o... Starting materials: [Br-], C1CCOC1, COc1c(C(=O)O)ccc2ccccc12, COc1ccc([Mg+])cc1, Cl, O. Yields the product COc1ccc(-c2c(C(=O)O)ccc3ccccc23)cc1. Reaction SMILES: [Br-:1].[CH2:28]1[O:29][CH2:30][CH2:31][CH2:32]1.[CH3:11][O:12][c:13]1[c:14]([C:23](=[O:24])[OH:25])[cH:15][cH:16][c:17]2[cH:18][cH:19][cH:20][cH:21][c:22]12.[CH3:2][O:3][c:4]1[cH:5][cH:6][c:7]([Mg+:10])[cH:8][cH:9]1.[ClH:27].[OH2:26]>>[CH3:2][O:3][c:4]1[cH:5][cH:6][c:7](-[c:13]2[c:14]([C:23](=[O:24])[OH:25])[cH:15][cH:16][c:17]3[cH:18][cH:19][cH:20][cH:21][c:22]23)[cH:8][cH:9]1. The reactants are CC(=O)SCc1ccc(-c2cccnc2)o1, C[S-], CO, ClC(Cl)Cl, [Na+]. Product: SCc1ccc(-c2cccnc2)o1. RXN SMILES: [C:1](=[O:2])([S:3][CH2:4][c:5]1[o:6][c:7](-[c:10]2[cH:11][n:12][cH:13][cH:14][cH:15]2)[cH:8][cH:9]1)[CH3:16].[CH3:17][S-:18].[CH3:24][OH:25].[Cl:20][CH:21]([Cl:22])[Cl:23].[Na+:19]>>[SH:3][CH2:4][c:5]1[o:6][c:7](-[c:10]2[cH:11][n:12][cH:13][cH:14][cH:15]2)[cH:8][cH:9]1. The product is CC(C)(C)[Si](C)(C)OCC(CO)O[Si](C)(C)C(C)(C)C. The reactants are COc1ccc(C(=O)OCC(CO[Si](C)(C)C(C)(C)C)O[Si](C)(C)C(C)(C)C)cc1, CC(C)C[AlH]CC(C)C, CO, ClCCl. Reaction SMILES: [CH3:1][O:2][c:3]1[cH:4][cH:5][c:6]([C:7](=[O:8])[O:9][CH2:10][CH:11]([CH2:12][O:13][Si:14]([CH3:15])([CH3:16])[C:17]([CH3:18])([CH3:19])[CH3:20])[O:21][Si:22]([CH3:23])([CH3:24])[C:25]([CH3:26])([CH3:27])[CH3:28])[cH:29][cH:30]1.[CH3:31][CH:32]([CH2:33][AlH:34][CH2:35][CH:36]([CH3:37])[CH3:38])[CH3:39].[CH3:40][OH:41].[Cl:42][CH2:43][Cl:44]>>[OH:9][CH2:10][CH:11]([CH2:12][O:13][Si:14]([CH3:15])([CH3:16])[C:17]([CH3:18])([CH3:19])[CH3:20])[O:21][Si:22]([CH3:23])([CH3:24])[C:25]([CH3:26])([CH3:27])[CH3:28].